This data is from the Open Reaction Database (ORD), a public repository of structured organic reaction records. The task is: describe an organic reaction: reactants, conditions, products, and yield Reactants: O (water), Cl.ClC1=C(C=CC(=C1)Cl)NN (2,4-dichlorophenylhydrazine hydrochloride), C(=O)(C(F)(F)F)O (TFA), CC(C(=O)OCC)C(C(=O)OCC)=O (diethyl 2-methyl-3-oxosuccinate). Run in C1(=CC=CC=C1)C (toluene). Reaction conditions: temperature 75 celsius. Product: ClC1=C(C=CC(=C1)Cl)N1N=C(C(C1=O)C)C(=O)OCC (Ethyl 1-(2,4-dichlorophenyl)-4-methyl-5-oxo-4,5-dihydro-1H-pyrazole-3-carboxylate). RXN SMILES: Cl.[Cl:2][C:3]1[CH:8]=[C:7]([Cl:9])[CH:6]=[CH:5][C:4]=1[NH:10][NH2:11].[CH3:12][CH:13]([C:19](=O)[C:20]([O:22][CH2:23][CH3:24])=[O:21])[C:14](OCC)=[O:15].C(O)(C(F)(F)F)=O.O>C1(C)C=CC=CC=1>[Cl:2][C:3]1[CH:8]=[C:7]([Cl:9])[CH:6]=[CH:5][C:4]=1[N:10]1[C:14](=[O:15])[CH:13]([CH3:12])[C:19]([C:20]([O:22][CH2:23][CH3:24])=[O:21])=[N:11]1 |f:0.1|. Procedure: 2,4-dichlorophenylhydrazine hydrochloride(12.6 g) is dissolved in 100 ml of toluene and this solution is placed under nitrogen; after stirring, 10 g of diethyl 2-methyl-3-oxosuccinate are added and the mixture is then heated and 5 ml of TFA are added at 55° C. The mixture is left at the reflux of the solvent for 4 and a half hours, with stirring. The mixture is allowed to return to ambient temperature and is then heated to 75° C. and the reaction medium is hydrolyzed with 30 ml of water. The mix... The reactants are O=C(O)CCc1ccccc1, CCOC(=O)N1CCc2c(sc(N)c2C#N)C1, CCN(C(C)C)C(C)C, O=C(Cl)C(=O)Cl, ClCCl, CN(C)C=O. Yields the product CCOC(=O)N1CCc2c(sc(NC(=O)CCc3ccccc3)c2C#N)C1. As a reaction SMILES: [C:1]([CH2:2][CH2:3][c:4]1[cH:5][cH:6][cH:7][cH:8][cH:9]1)(=[O:10])[OH:11].[CH2:23]([CH3:24])[O:25][C:26](=[O:27])[N:28]1[CH2:29][c:30]2[c:31]([c:34]([C:38]#[N:39])[c:35]([NH2:37])[s:36]2)[CH2:32][CH2:33]1.[CH:40]([N:41]([CH:42]([CH3:43])[CH3:44])[CH2:45][CH3:46])([CH3:47])[CH3:48].[Cl:17][C:18]([C:19]([Cl:20])=[O:21])=[O:22].[Cl:49][CH2:50][Cl:51].[O:12]=[CH:13][N:14]([CH3:15])[CH3:16]>>[C:1]([CH2:2][CH2:3][c:4]1[cH:5][cH:6][cH:7][cH:8][cH:9]1)(=[O:11])[NH:37][c:35]1[c:34]([C:38]#[N:39])[c:31]2[c:30]([s:36]1)[CH2:29][N:28]([C:26]([O:25][CH2:23][CH3:24])=[O:27])[CH2:33][CH2:32]2.